This data is from the Open Reaction Database (ORD), a public repository of structured organic reaction records. The task is: describe an organic reaction: reactants, conditions, products, and yield The reactants are B.CSC (Borane methyl sulfide), ethyl ester, ClC=1C=CC2=C([C@H](O[C@@H](C(N2CC(C)(C)C)=O)CC(=O)O)C2=C3C(=CC=C2)OCCO3)C1 (trans-7-chloro-5-(2,3-ethylenedioxyphenyl)-1-neopentyl-1,2,3,5-tetrahydro-2-oxo-4,1-benzoxazepine-3-acetic acid). Run in O1CCCC1 (tetrahydrofuran). Run at time 18 hour. Product: ClC=1C=CC2=C([C@H](O[C@@H](CN2CC(C)(C)C)CCO)C2=C3C(=CC=C2)OCCO3)C1 (2-[trans-7-Chloro-5-(2,3-ethylenedioxyphenyl)-1-neopentyl-1,2,3,5-tetrahydro-4,1-benzoxazepin-3-yl]-ethanol). Isolated yield 65.5%. RXN SMILES: B.CSC.[Cl:5][C:6]1[CH:7]=[CH:8][C:9]2[N:15]([CH2:16][C:17]([CH3:20])([CH3:19])[CH3:18])[C:14](=O)[C@@H:13]([CH2:22][C:23](O)=[O:24])[O:12][C@H:11]([C:26]3[CH:31]=[CH:30][CH:29]=[C:28]4[O:32][CH2:33][CH2:34][O:35][C:27]=34)[C:10]=2[CH:36]=1>O1CCCC1>[Cl:5][C:6]1[CH:7]=[CH:8][C:9]2[N:15]([CH2:16][C:17]([CH3:19])([CH3:20])[CH3:18])[CH2:14][C@@H:13]([CH2:22][CH2:23][OH:24])[O:12][C@H:11]([C:26]3[CH:31]=[CH:30][CH:29]=[C:28]4[O:32][CH2:33][CH2:34][O:35][C:27]=34)[C:10]=2[CH:36]=1 |f:0.1|. Procedure details: Borane-methyl sulfide complex (2.0M in tetrahydrofuran; 5.9 mL, 11.8 mmol) was added to a solution of the ethyl ester of trans-7-chloro-5-(2,3-ethylenedioxyphenyl)-1-neopentyl-1,2,3,5-tetrahydro-2-oxo-4,1-benzoxazepine-3-acetic acid (1.44 g, 2.95 mmol; Example 1D) in tetrahydrofuran (4.4 mL) under a nitrogen atmosphere. The reaction was stirred at ambient temperature for 18 hours and then cooled to 0° C. and quenched by slow addition of methanol. Once gas evolution ceased, an additional amount o... The reactants are N1CCC(CC1)N1C(NC2=CC=CC=C2C1C1=CC=CC=C1)=O (3-(piperidin-4-yl)-4-phenyl-3,4-dihydro-2(1H)-quinazolinone), BrCC(=O)OCC (ethyl bromoacetate), C([O-])([O-])=O.[K+].[K+] (potassium carbonate). The reagents and catalysts are [I-].[K+] (potassium iodide). Solvent: C(C)(C)O (isopropanol). Yields the product C(C)OC(=O)CN1CCC(CC1)N1C(NC2=CC=CC=C2C1C1=CC=CC=C1)=O (3-(1-ethoxycarbonylmethylpiperidin-4-yl)-4-phenyl-3,4-dihydro-2(1H)-quinazolinone). Isolated yield 89.5%. As a reaction SMILES: [NH:1]1[CH2:6][CH2:5][CH:4]([N:7]2[CH:16]([C:17]3[CH:22]=[CH:21][CH:20]=[CH:19][CH:18]=3)[C:15]3[C:10](=[CH:11][CH:12]=[CH:13][CH:14]=3)[NH:9][C:8]2=[O:23])[CH2:3][CH2:2]1.Br[CH2:25][C:26]([O:28][CH2:29][CH3:30])=[O:27].C(=O)([O-])[O-].[K+].[K+]>C(O)(C)C.[I-].[K+]>[CH2:29]([O:28][C:26]([CH2:25][N:1]1[CH2:2][CH2:3][CH:4]([N:7]2[CH:16]([C:17]3[CH:22]=[CH:21][CH:20]=[CH:19][CH:18]=3)[C:15]3[C:10](=[CH:11][CH:12]=[CH:13][CH:14]=3)[NH:9][C:8]2=[O:23])[CH2:5][CH2:6]1)=[O:27])[CH3:30] |f:2.3.4,6.7|. Procedure details: To a solution of 1.5 g (4.88 mmol) of 3-(piperidin-4-yl)-4-phenyl-3,4-dihydro-2(1H)-quinazolinone in 30 mL of isopropanol were added 896 mg (5.37 mmol) of ethyl bromoacetate, 853 mg (96.18 mmol) of potassium carbonate and 20 mg of potassium iodide, and the mixture was heated under reflux for 3 hours. The hot solution was subjected to filtration, and the solid matter was washed with 200 mL of hot isopropanol. The filtrate was concentrated in vacuo, and the residue was purified by means of column ... Starting materials: BrC=1C=CC(=NC1)N1C(=NC2=C1C=CC(=C2)OC)C(F)(F)F (1-(5-Bromo-pyridin-2-yl)-5-methoxy-2-trifluoromethyl-1H-benzoimidazole), N1[C@H](C(=O)O)CCC1 (L-Proline), CCN (CH3CH2NH2), C(=O)([O-])[O-].[K+].[K+] (K2CO3). Reagents/catalysts: [Cu]I (CuI). The solvent is O (H2O), CS(=O)C (dimethylsulfoxide). Reaction conditions: temperature 60 celsius, time 6 hour. Yields the product C(C)NC=1C=NC(=CC1)N1C(=NC2=C1C=CC(=C2)OC)C(F)(F)F (Ethyl-[6-(5-methoxy-2-trifluoromethyl-benzoimidazol-1-yl)-pyridin-3-yl]-amine). Yield: 77.4%. RXN SMILES: Br[C:2]1[CH:3]=[CH:4][C:5]([N:8]2[C:12]3[CH:13]=[CH:14][C:15]([O:17][CH3:18])=[CH:16][C:11]=3[N:10]=[C:9]2[C:19]([F:22])([F:21])[F:20])=[N:6][CH:7]=1.[NH:23]1CCC[C@H:24]1[C:25](O)=O.CCN.C([O-])([O-])=O.[K+].[K+]>O.[Cu]I.CS(C)=O>[CH2:24]([NH:23][C:2]1[CH:7]=[N:6][C:5]([N:8]2[C:12]3[CH:13]=[CH:14][C:15]([O:17][CH3:18])=[CH:16][C:11]=3[N:10]=[C:9]2[C:19]([F:22])([F:21])[F:20])=[CH:4][CH:3]=1)[CH3:25] |f:3.4.5|. Procedure: Into a 10 ml sealed tube, was placed 1-(5-Bromo-pyridin-2-yl)-5-methoxy-2-trifluoromethyl-1H-benzoimidazole (30 g, 80.65 mmol). To this was added CuI (20 mg), L-Proline (20 g), CH3CH2NH2 (2 ml) and K2CO3 (30 g) followed by the addition of dimethylsulfoxide (DMSO) (6 ml). The resulting solution was allowed to stir for 6 hours at 60° C., then diluted with 10 ml of H2O and extracted two times with 30 ml of EtOAc. Organic layers were combined and washed with 20 ml of H2O. The combined organic layer ... Reactants: O=C([O-])[O-], CN1CCCC1=O, [Cs+], [Cs+], CN1CC(c2cccnc2F)CC1=O, O=C(c1ccc(O)cc1)c1nc2ccccc2[nH]1. Yields the product CN1CC(c2cccnc2Oc2ccc(C(=O)c3nc4ccccc4[nH]3)cc2)CC1=O. Reaction SMILES: [C:1](=[O:2])([O-:3])[O-:4].[CH3:39][N:40]1[CH2:41][CH2:42][CH2:43][C:44]1=[O:45].[Cs+:5].[Cs+:6].[F:25][c:26]1[n:27][cH:28][cH:29][cH:30][c:31]1[CH:32]1[CH2:33][C:34](=[O:38])[N:35]([CH3:37])[CH2:36]1.[nH:7]1[c:8]([C:16](=[O:17])[c:18]2[cH:19][cH:20][c:21]([OH:24])[cH:22][cH:23]2)[n:9][c:10]2[c:11]1[cH:12][cH:13][cH:14][cH:15]2>>[nH:7]1[c:8]([C:16](=[O:17])[c:18]2[cH:19][cH:20][c:21]([O:24][c:26]3[n:27][cH:28][cH:29][cH:30][c:31]3[CH:32]3[CH2:33][C:34](=[O:38])[N:35]([CH3:37])[CH2:36]3)[cH:22][cH:23]2)[n:9][c:10]2[c:11]1[cH:12][cH:13][cH:14][cH:15]2. The reactants are C(C)(C)NC(C)C (diisopropylamine), C(CCC)[Li] (n-butyllithium), O1C(=CC=C1)C(=O)O (furoic acid), CON(C(C)=O)C (N-methoxy- N-methyl-acetamide). Run in C1CCOC1 (THF), C1CCOC1 (THF), C1CCOC1 (THF). Conditions: temperature -78 celsius, time 30 minute. Yields the product C(C)(=O)C=1OC(=CC1)C(=O)O (2-acetyl-fur-5-yl carboxylic acid). The yield is 80.9%. RXN SMILES: C(NC(C)C)(C)C.C([Li])CCC.[O:13]1[CH:17]=[CH:16][CH:15]=[C:14]1[C:18]([OH:20])=[O:19].CON(C)[C:24](=[O:26])[CH3:25]>C1COCC1>[C:24]([C:17]1[O:13][C:14]([C:18]([OH:20])=[O:19])=[CH:15][CH:16]=1)(=[O:26])[CH3:25]. Reported procedure: To a solution of diisopropylamine (27.5 mL, 0.20 mol) in 200 mL of THF at 0° C. was added n-butyllithium (78.5 mL, 0.196 mol; 2.5M in hexanes). The solution was stirred 30 min and was cooled to -78° C. A solution of furoic acid (10.0 g, 0.089 mol) in 100 mL of THF was added and the solution stirred 30 min. To this mixture was added N-methoxy- N-methyl-acetamide (13.8 g, 0.134 mol) in 50 mL of THF. The reaction mixture was warmed to room temperature and stirred 1 h. The mixture was quenched with ... The reactants are Brc1cncc(I)c1, COCCOC, Cn1cc(B2OC(C)(C)C(C)(C)O2)cn1, [K+], [K+], [K+], O, O, O, O=P([O-])([O-])[O-], Cl[Pd]Cl, c1ccc(P(c2ccccc2)c2ccccc2)cc1, c1ccc(P(c2ccccc2)c2ccccc2)cc1. Product: Cn1cc(-c2cncc(Br)c2)cn1. As a reaction SMILES: [Br:1][c:2]1[cH:3][n:4][cH:5][c:6]([I:8])[cH:7]1.[CH3:35][O:36][CH2:37][CH2:38][O:39][CH3:40].[CH3:9][n:10]1[n:11][cH:12][c:13]([B:15]2[O:16][C:17]([CH3:18])([CH3:19])[C:20]([CH3:21])([CH3:22])[O:23]2)[cH:14]1.[K+:32].[K+:33].[K+:34].[OH2:24].[OH2:25].[OH2:26].[P:27]([O-:28])([O-:29])([O-:30])=[O:31].[Pd:41]([Cl:42])[Cl:43].[c:44]1([P:45]([c:46]2[cH:47][cH:48][cH:49][cH:50][cH:51]2)[c:52]2[cH:53][cH:54][cH:55][cH:56][cH:57]2)[cH:58][cH:59][cH:60][cH:61][cH:62]1.[c:63]1([P:64]([c:65]2[cH:66][cH:67][cH:68][cH:69][cH:70]2)[c:71]2[cH:72][cH:73][cH:74][cH:75][cH:76]2)[cH:77][cH:78][cH:79][cH:80][cH:81]1>>[Br:1][c:2]1[cH:3][n:4][cH:5][c:6](-[c:13]2[cH:12][n:11][n:10]([CH3:9])[cH:14]2)[cH:7]1. Starting materials: C(C)(C)(C)OC(=O)N[C@H]1COCC[C@H]1NC1=C(C2=C(C(=N1)Cl)C(N(C2)C(=O)OC(C)(C)C)=O)F (tert-butyl 6-((3R,4R)-3-(tert-butoxycarbonylamino)tetrahydro-2H-pyran-4-ylamino)-4-chloro-7-fluoro-3-oxo-1H-pyrrolo[3,4-c]pyridine-2(3H)-carboxylate), CC1=NSC(=C1)[Sn](CCCC)(CCCC)CCCC (3-methyl-5-(tributylstannyl)isothiazole), O (water). Reagents/catalysts: C=1C=CC(=CC1)[P](C=2C=CC=CC2)(C=3C=CC=CC3)[Pd]([P](C=4C=CC=CC4)(C=5C=CC=CC5)C=6C=CC=CC6)([P](C=7C=CC=CC7)(C=8C=CC=CC8)C=9C=CC=CC9)[P](C=1C=CC=CC1)(C=1C=CC=CC1)C=1C=CC=CC1 (tetrakis(triphenylphosphine)palladium(0)). Solvent: C1(=CC=CC=C1)C (toluene). Product: C(C)(C)(C)OC(=O)N[C@H]1COCC[C@H]1NC1=C(C2=C(C(=N1)C1=CC(=NS1)C)C(N(C2)C(=O)OC(C)(C)C)=O)F (tert-Butyl 6-((3R,4R)-3-(tert-butoxycarbonylamino)tetrahydro-2H-pyran-4-ylamino)-7-fluoro-4-(3-methylisothiazol-5-yl)-3-oxo-1H-pyrrolo[3,4-c]pyridine-2(3H)-carboxylate). RXN SMILES: [C:1]([O:5][C:6]([NH:8][C@@H:9]1[C@H:14]([NH:15][C:16]2[N:21]=[C:20](Cl)[C:19]3[C:23](=[O:33])[N:24]([C:26]([O:28][C:29]([CH3:32])([CH3:31])[CH3:30])=[O:27])[CH2:25][C:18]=3[C:17]=2[F:34])[CH2:13][CH2:12][O:11][CH2:10]1)=[O:7])([CH3:4])([CH3:3])[CH3:2].[CH3:35][C:36]1[CH:40]=[C:39]([Sn](CCCC)(CCCC)CCCC)[S:38][N:37]=1.O>C1(C)C=CC=CC=1.C1C=CC([P]([Pd]([P](C2C=CC=CC=2)(C2C=CC=CC=2)C2C=CC=CC=2)([P](C2C=CC=CC=2)(C2C=CC=CC=2)C2C=CC=CC=2)[P](C2C=CC=CC=2)(C2C=CC=CC=2)C2C=CC=CC=2)(C2C=CC=CC=2)C2C=CC=CC=2)=CC=1>[C:1]([O:5][C:6]([NH:8][C@@H:9]1[C@H:14]([NH:15][C:16]2[N:21]=[C:20]([C:39]3[S:38][N:37]=[C:36]([CH3:35])[CH:40]=3)[C:19]3[C:23](=[O:33])[N:24]([C:26]([O:28][C:29]([CH3:32])([CH3:31])[CH3:30])=[O:27])[CH2:25][C:18]=3[C:17]=2[F:34])[CH2:13][CH2:12][O:11][CH2:10]1)=[O:7])([CH3:4])([CH3:3])[CH3:2] |^1:65,67,86,105|. Procedure details: A solution of tert-butyl 6-((3R,4R)-3-(tert-butoxycarbonylamino)tetrahydro-2H-pyran-4-ylamino)-4-chloro-7-fluoro-3-oxo-1H-pyrrolo[3,4-c]pyridine-2(3H)-carboxylate (10 mg, 0.02 mmol), 3-methyl-5-(tributylstannyl)isothiazole (23.25 mg, 0.06 mmol) and tetrakis(triphenylphosphine)palladium(0) (23.07 mg, 0.02 mmol) in toluene (3 mL) was heated to 120° C. for 45 min under microwave irradiation. The reaction mixture was poured into water and extracted with EtOAc. The organic extracts were dried over an... Starting materials: CC(C)(C)[O-], CC(=O)O, CC(C)=O, N#Cc1ccc(Cn2cncc2CCCCl)cc1, Cl, [K+], C1CCOC1. Yields the product N#Cc1ccc(C2CCCc3cncn32)cc1, Cl. As a reaction SMILES: [CH3:19][C:20]([CH3:21])([O-:22])[CH3:23].[CH3:25][C:26](=[O:27])[OH:28].[CH3:35][C:36](=[O:37])[CH3:38].[Cl:1][CH2:2][CH2:3][CH2:4][c:5]1[cH:6][n:7][cH:8][n:9]1[CH2:10][c:11]1[cH:12][cH:13][c:14]([C:17]#[N:18])[cH:15][cH:16]1.[ClH:29].[K+:24].[O:30]1[CH2:31][CH2:32][CH2:33][CH2:34]1>>[CH2:2]1[CH2:3][CH2:4][c:5]2[cH:6][n:7][cH:8][n:9]2[CH:10]1[c:11]1[cH:12][cH:13][c:14]([C:17]#[N:18])[cH:15][cH:16]1.[ClH:1]. Starting materials: BrCC=C (1-bromo-2-propene), C(C1=CC=CC=C1)OC1=C(C=CC(=C1)C(CCCCCC)(C)C)[C@@H]1NCC[C@@H](C1)O (cis-2-[2-benzyloxy-4-(1,1-dimethylheptyl)phenyl]-4-piperidinol), BrCC=C (1-bromo-2-propene), C([O-])([O-])=O.[K+].[K+] (potassium carbonate), [Cl-].[Na+] (sodium chloride). Solvent: C(C)O (ethanol). Conditions: temperature 25 celsius, time 20.5 hour. The product is C(C=C)N1[C@H](C[C@H](CC1)O)C1=C(C=C(C=C1)C(CCCCCC)(C)C)OCC1=CC=CC=C1 (N-(2-Propenyl)-cis-2-[2-benzyloxy-4-(1,1-dimethylheptyl)phenyl]-4-piperidinol). Yield: 62.6%. RXN SMILES: [CH2:1]([O:8][C:9]1[CH:14]=[C:13]([C:15]([CH3:23])([CH3:22])[CH2:16][CH2:17][CH2:18][CH2:19][CH2:20][CH3:21])[CH:12]=[CH:11][C:10]=1[C@H:24]1[CH2:29][C@@H:28]([OH:30])[CH2:27][CH2:26][NH:25]1)[C:2]1[CH:7]=[CH:6][CH:5]=[CH:4][CH:3]=1.Br[CH2:32][CH:33]=[CH2:34].C(=O)([O-])[O-].[K+].[K+].[Cl-].[Na+]>C(O)C>[CH2:34]([N:25]1[CH2:26][CH2:27][C@H:28]([OH:30])[CH2:29][C@@H:24]1[C:10]1[CH:11]=[CH:12][C:13]([C:15]([CH3:22])([CH3:23])[CH2:16][CH2:17][CH2:18][CH2:19][CH2:20][CH3:21])=[CH:14][C:9]=1[O:8][CH2:1][C:2]1[CH:3]=[CH:4][CH:5]=[CH:6][CH:7]=1)[CH:33]=[CH2:32] |f:2.3.4,5.6|. Reported procedure: A mixture of 778 mg (1.90 mmole) of cis-2-[2-benzyloxy-4-(1,1-dimethylheptyl)phenyl]-4-piperidinol, 160 microliters (1.84 mmole) of 1-bromo-2-propene and 300 mg (2.17 mmole) of potassium carbonate in 10 ml ethanol is stirred at 25° C. for 20.5 hours. An additional 4 microliters of 1-bromo-2-propene is added to the reaction and stirring continued for 7 hours. The reaction mixture is then added to 50 ml saturated sodium chloride and extracted with 250 ml ethyl ether. The ether extract is dried ove...